Dataset: the Open Reaction Database (ORD), a public repository of structured organic reaction records. Task: describe an organic reaction: reactants, conditions, products, and yield Starting materials: C(CCC)[Li] (n-butyllithium), ClC=1C=C(C=CC1)C1=CC(=CC(=C1)OC)F (3′-chloro-3-fluoro-5-methoxy-1,1′-biphenyl), II (iodine). Solvent: S(=S)(=O)([O-])[O-].[Na+].[Na+] (sodium thiosulfate), C1CCOC1 (THF), C1CCOC1 (THF), O (water). Conditions: time 30 minute. The product is ClC=1C=C(C=CC1)C1=CC(=C(C(=C1)OC)I)F (3′-chloro-3-fluoro-4-iodo-5-methoxy-1,1′-biphenyl). Yield: 77.6%. Reaction SMILES: [Cl:1][C:2]1[CH:3]=[C:4]([C:8]2[CH:13]=[C:12]([O:14][CH3:15])[CH:11]=[C:10]([F:16])[CH:9]=2)[CH:5]=[CH:6][CH:7]=1.C([Li])CCC.[I:22]I>C1COCC1.S([O-])([O-])(=O)=S.[Na+].[Na+].O>[Cl:1][C:2]1[CH:3]=[C:4]([C:8]2[CH:13]=[C:12]([O:14][CH3:15])[C:11]([I:22])=[C:10]([F:16])[CH:9]=2)[CH:5]=[CH:6][CH:7]=1 |f:4.5.6|. Procedure details: A RBF was charged with 3′-chloro-3-fluoro-5-methoxy-1,1′-biphenyl (577.6 mg, 2.441 mmol) and THF (8135 μl) to give a clear solution. The flask was cooled in a dry ice-acetone bath for 10 min, then n-butyllithium (1.8M in hexanes) (1627 μl, 2.93 mmol) was added dropwise. After 30 min, a solution of iodine (929 mg, 3.66 mmol) in THF (3 mL) was added dropwise. TLC after 5 min showed conversion to a slightly lower spot. The mixture was diluted with saturated aq. sodium thiosulfate solution and warme...